Dataset: the Open Reaction Database (ORD), a public repository of structured organic reaction records. Task: describe an organic reaction: reactants, conditions, products, and yield Reactants: B(Br)(Br)Br (Boron tribromide), solution, BrC1=CC=C(C(=C1C=O)O)OC (6-Bromo-2-hydroxy-3-methoxybenzaldehyde). The solvent is C(Cl)Cl (methylene chloride). Reaction conditions: temperature 0 celsius, time 1 hour. Product: BrC1=CC=C(C(=C1C=O)O)O (6-bromo-2,3-dihydroxybenzaldehyde). Isolated yield 97.0%. Reaction SMILES: [Br:1][C:2]1[C:7]([CH:8]=[O:9])=[C:6]([OH:10])[C:5]([O:11]C)=[CH:4][CH:3]=1.B(Br)(Br)Br>C(Cl)Cl>[Br:1][C:2]1[C:7]([CH:8]=[O:9])=[C:6]([OH:10])[C:5]([OH:11])=[CH:4][CH:3]=1. Reported procedure: 6-Bromo-2-hydroxy-3-methoxybenzaldehyde (2.00 g, 8.65 mmol) was dissolved in methylene chloride (10 mL) and cooled to 0° C. Boron tribromide (17.0 mL of a 1.0 M solution, 17.00 mmol) was added by syringe and the solution was stirred at 0° C. for 1 h before allowing the reaction to warm up to ambient temperature and stir for 15 h at which time TLC analysis indicated the reaction complete. The reaction mixture was poured onto ice and extracted with ethyl acetate. The organic layers were dried with... Product: Cn1nnc(N(Cc2cc(C(F)(F)F)cc(C(F)(F)F)c2)Cc2cc(C(F)(F)F)ccc2Br)n1. Reaction SMILES: [Br:29][c:30]1[c:31]([CH2:40][Br:41])[cH:32][c:33]([C:36]([F:37])([F:38])[F:39])[cH:34][cH:35]1.[CH2:42]1[O:43][CH2:44][CH2:45][CH2:46]1.[CH3:23][C:24]([CH3:25])([O-:26])[CH3:27].[F:1][C:2]([c:3]1[cH:4][c:5]([CH2:6][NH:7][c:8]2[n:9][n:10][n:11]([CH3:13])[n:12]2)[cH:14][c:15]([C:17]([F:18])([F:19])[F:20])[cH:16]1)([F:21])[F:22].[K+:28]>>[F:1][C:2]([c:3]1[cH:4][c:5]([CH2:6][N:7]([c:8]2[n:9][n:10][n:11]([CH3:13])[n:12]2)[CH2:40][c:31]2[c:30]([Br:29])[cH:35][cH:34][c:33]([C:36]([F:37])([F:38])[F:39])[cH:32]2)[cH:14][c:15]([C:17]([F:18])([F:19])[F:20])[cH:16]1)([F:21])[F:22]. The reactants are FC(F)(F)c1ccc(Br)c(CBr)c1, C1CCOC1, CC(C)(C)[O-], Cn1nnc(NCc2cc(C(F)(F)F)cc(C(F)(F)F)c2)n1, [K+]. Reactants: CC(C)(C)c1cc2c(cc1[N+](=O)[O-])OC(=O)C2(C)C, C1CCOC1. Product: CC(C)(C)c1cc2c(cc1N)OC(=O)C2(C)C. As a reaction SMILES: [C:1]([CH3:2])([CH3:3])([CH3:4])[c:5]1[c:6]([N+:17]([O-:18])=[O:19])[cH:7][c:8]2[c:9]([cH:16]1)[C:10]([CH3:14])([CH3:15])[C:11](=[O:13])[O:12]2.[CH2:20]1[O:21][CH2:22][CH2:23][CH2:24]1>>[C:1]([CH3:2])([CH3:3])([CH3:4])[c:5]1[c:6]([NH2:17])[cH:7][c:8]2[c:9]([cH:16]1)[C:10]([CH3:14])([CH3:15])[C:11](=[O:13])[O:12]2. Starting materials: [N+]12(CC[N+](CC1)(CC2)F)CCl.[B-](F)(F)(F)F.[B-](F)(F)(F)F, C1[C@H]([C@H]2[C@@H]([C@@]1(COC(=O)C)O)OC(O2)(C)C)N1C(c2c(C1=O)cccc2)=O. The reagents and catalysts are c1ccc(cc1)-c2c3ccccc3cc4ccccc24 (9-Phenylanthracene). The solvent is C1CCOC1 (THF). Reaction conditions: temperature 25 celsius, time 18 hour. Product: CC(=O)OC[C@@]1(F)C[C@H]([C@@H]2OC(C)(C)O[C@H]12)N3C(=O)c4ccccc4C3=O. RXN SMILES: [CH3:1][C:2]([O:4][CH2:5][C@:6]1([C@H:15]([C@@H:9]2[C@H:8]([N:16]3[C:25](=[O:26])[c:24]([c:19]4[C:17]3=[O:18])[cH:23][cH:22][cH:21][cH:20]4)[CH2:7]1)[O:14][C:11]([CH3:13])([CH3:12])[O:10]2)O)=[O:3].[F:27][B-](F)(F)F.F[B-](F)(F)F.F[N+]1(CC[N+]2(CCl)CC1)CC2>>[CH3:1][C:2]([O:4][CH2:5][C@@:6]1([C@H:15]([C@@H:9]2[C@H:8]([N:16]3[C:25](=[O:26])[c:24]([c:19]4[C:17]3=[O:18])[cH:23][cH:22][cH:21][cH:20]4)[CH2:7]1)[O:14][C:11]([CH3:13])([CH3:12])[O:10]2)[F:27])=[O:3]. Reactants: ClC1=C(C(=O)OC)C=C(C(=C1O)O)Cl (Methyl 2,5-dichloro-3,4-dihydroxybenzoate), ClC(C1=CC=CC=C1)(C1=CC=CC=C1)Cl (dichlorodiphenylmethane). Conditions: time 1.5 hour. Product: ClC1=C(C=C(C=2OC(OC21)(C2=CC=CC=C2)C2=CC=CC=C2)Cl)C(=O)OC (methyl 4,7-dichloro-2,2-diphenyl-1,3-benzodioxol-5-carboxylate). Yield: 70.4%. Reaction SMILES: [Cl:1][C:2]1[C:11]([OH:12])=[C:10]([OH:13])[C:9]([Cl:14])=[CH:8][C:3]=1[C:4]([O:6][CH3:7])=[O:5].Cl[C:16](Cl)([C:23]1[CH:28]=[CH:27][CH:26]=[CH:25][CH:24]=1)[C:17]1[CH:22]=[CH:21][CH:20]=[CH:19][CH:18]=1>>[Cl:1][C:2]1[C:11]2[O:12][C:16]([C:17]3[CH:22]=[CH:21][CH:20]=[CH:19][CH:18]=3)([C:23]3[CH:28]=[CH:27][CH:26]=[CH:25][CH:24]=3)[O:13][C:10]=2[C:9]([Cl:14])=[CH:8][C:3]=1[C:4]([O:6][CH3:7])=[O:5]. Procedure details: Methyl 2,5-dichloro-3,4-dihydroxybenzoate (1.1 g) (about 4.6 mmol) and 2.0 g (8.4 mmol) of dichlorodiphenylmethane are heated together to 150° C. After stirring for 1.5 hours the melt is cooled and the product is crystallized from diethyl ether. There are obtained 1.3 g of methyl 4,7-dichloro-2,2-diphenyl-1,3-benzodioxol-5-carboxylate as white crystals of m.p. 112° C.